From a dataset of the Open Reaction Database (ORD), a public repository of structured organic reaction records. describe an organic reaction: reactants, conditions, products, and yield The reactants are CCS(=O)(=O)N1CCC(c2c[nH]c3c(C(N)=O)cc(Br)cc23)CC1, O=C([O-])[O-], CC1(C)OB(c2cccc(CN)c2)OC1(C)C, [Cs+], [Cs+], C1COCCO1, O, c1ccc(P(c2ccccc2)(c2ccccc2)[Pd](P(c2ccccc2)(c2ccccc2)c2ccccc2)(P(c2ccccc2)(c2ccccc2)c2ccccc2)P(c2ccccc2)(c2ccccc2)c2ccccc2)cc1. Yields the product CCS(=O)(=O)N1CCC(c2c[nH]c3c(C(N)=O)cc(-c4cccc(CN)c4)cc23)CC1. RXN SMILES: [Br:1][c:2]1[cH:3][c:4]2[c:5]([CH:14]3[CH2:15][CH2:16][N:17]([S:20](=[O:21])(=[O:22])[CH2:23][CH3:24])[CH2:18][CH2:19]3)[cH:6][nH:7][c:8]2[c:9]([C:11](=[O:12])[NH2:13])[cH:10]1.[C:25](=[O:26])([O-:27])[O-:28].[CH3:31][C:32]1([CH3:33])[C:34]([CH3:35])([CH3:36])[O:37][B:38]([c:39]2[cH:40][c:41]([CH2:45][NH2:46])[cH:42][cH:43][cH:44]2)[O:47]1.[Cs+:29].[Cs+:30].[O:48]1[CH2:49][CH2:50][O:51][CH2:52][CH2:53]1.[OH2:54].[cH:55]1[cH:56][cH:57][c:58]([P:59]([Pd:60]([P:61]([c:62]2[cH:63][cH:64][cH:65][cH:66][cH:67]2)([c:68]2[cH:69][cH:70][cH:71][cH:72][cH:73]2)[c:74]2[cH:75][cH:76][cH:77][cH:78][cH:79]2)([P:80]([c:81]2[cH:82][cH:83][cH:84][cH:85][cH:86]2)([c:87]2[cH:88][cH:89][cH:90][cH:91][cH:92]2)[c:93]2[cH:94][cH:95][cH:96][cH:97][cH:98]2)[P:99]([c:100]2[cH:101][cH:102][cH:103][cH:104][cH:105]2)([c:106]2[cH:107][cH:108][cH:109][cH:110][cH:111]2)[c:112]2[cH:113][cH:114][cH:115][cH:116][cH:117]2)([c:118]2[cH:119][cH:120][cH:121][cH:122][cH:123]2)[c:124]2[cH:125][cH:126][cH:127][cH:128][cH:129]2)[cH:130][cH:131]1>>[c:2]1(-[c:39]2[cH:40][c:41]([CH2:45][NH2:46])[cH:42][cH:43][cH:44]2)[cH:3][c:4]2[c:5]([CH:14]3[CH2:15][CH2:16][N:17]([S:20](=[O:21])(=[O:22])[CH2:23][CH3:24])[CH2:18][CH2:19]3)[cH:6][nH:7][c:8]2[c:9]([C:11](=[O:12])[NH2:13])[cH:10]1. The reactants are C(C1=CC=CC=C1)OC=1C=C(C=CC1)C1(CCOCC1)C=O (4-(3-benzyloxyphenyl)-4-formyltetrahydropyran), C(CCC)[Li] (n-Butyl-lithium), C1CCOC1 (THF). The reagents and catalysts are [Br-].C[P+](C1=CC=CC=C1)(C1=CC=CC=C1)C1=CC=CC=C1 (methyltriphenylphosphonium bromide). The solvent is C(C)OCC (diethyl ether), C(C)OCC (diethyl ether). Conditions: time 2 hour. The product is C(C1=CC=CC=C1)OC=1C=C(C=CC1)C1OCCC(C1)C=C (3-benzyloxyphenyl-4-vinyltetrahydropyran). Yield: 70.0%. Reaction SMILES: C([Li])C[CH2:3][CH3:4].[CH2:6]([O:13][C:14]1[CH:15]=[C:16]([C:20]2(C=O)[CH2:25][CH2:24]OCC2)[CH:17]=[CH:18][CH:19]=1)[C:7]1[CH:12]=[CH:11][CH:10]=[CH:9][CH:8]=1.C1C[O:31][CH2:30][CH2:29]1>[Br-].C[P+](C1C=CC=CC=1)(C1C=CC=CC=1)C1C=CC=CC=1.C(OCC)C>[CH2:6]([O:13][C:14]1[CH:15]=[C:16]([CH:20]2[CH2:25][CH:24]([CH:3]=[CH2:4])[CH2:29][CH2:30][O:31]2)[CH:17]=[CH:18][CH:19]=1)[C:7]1[CH:8]=[CH:9][CH:10]=[CH:11][CH:12]=1 |f:3.4|. Reported procedure: n-Butyl-lithium (1.6M in hexane, 1.375 ml) was added dropwise to a solution of methyltriphenylphosphonium bromide (0.786 g) in a mixture of THF (15 ml) and diethyl ether (2 ml). The mixture was stirred at ambient temperature for 2 hours. The solution so obtained was added dropwise to a solution of 4-(3-benzyloxyphenyl)-4-formyltetrahydropyran (0.592 g) in diethyl ether (10 ml) and the mixture was stirred at ambient temperature for 4 hours. The mixture was filtered and the filtrate was evaporated... Reactants: NC=1SC=C(N1)/C(/C(=O)N[C@H]1[C@@H]2N(C(=C(CS2)\C=C/C2CC2)C(=O)[O-])C1=O)=N/O.[Na+] (Sodium 7β-[(Z)-2-(2-aminothiazol-4-yl)-2-hydroxyiminoacetamido]-3-[(Z)-cyclopropylvinyl]-3-cephem-4-carboxylate), C(C)(=O)OC(C)Br (1-acetoxyethyl bromide). Solvent: CN(C=O)C (dimethylformamide), CN(C=O)C (dimethylformamide), C(C)(=O)OCC (ethyl acetate). Product: NC=1SC=C(N1)/C(/C(=O)N[C@H]1[C@@H]2N(C(=C(CS2)\C=C/C2CC2)C(=O)OC(C)OC(C)=O)C1=O)=N/O (1-Acetoxyethyl 7β-[(Z)-2-(2-aminothiazol-4-yl)-2-hydroxyiminoacetamido]-3-[(Z)-cyclopropylvinyl]-3-cephem-4-carboxylate). As a reaction SMILES: [NH2:1][C:2]1[S:3][CH:4]=[C:5](/[C:7](=[N:28]/[OH:29])/[C:8]([NH:10][C@@H:11]2[C:26](=[O:27])[N:13]3[C:14]([C:23]([O-:25])=[O:24])=[C:15](/[CH:18]=[CH:19]\[CH:20]4[CH2:22][CH2:21]4)[CH2:16][S:17][C@H:12]23)=[O:9])[N:6]=1.[Na+].[C:31]([O:34][CH:35](Br)[CH3:36])(=[O:33])[CH3:32]>CN(C)C=O.C(OCC)(=O)C>[NH2:1][C:2]1[S:3][CH:4]=[C:5](/[C:7](=[N:28]/[OH:29])/[C:8]([NH:10][C@@H:11]2[C:26](=[O:27])[N:13]3[C:14]([C:23]([O:25][CH:35]([O:34][C:31](=[O:33])[CH3:32])[CH3:36])=[O:24])=[C:15](/[CH:18]=[CH:19]\[CH:20]4[CH2:22][CH2:21]4)[CH2:16][S:17][C@H:12]23)=[O:9])[N:6]=1 |f:0.1|. Reported procedure: The compound (318 mg) of Example 57 was dissolved in dimethylformamide (4.4 ml), to which a solution of 1-acetoxyethyl bromide (120 mg) in dimethylformamide (2 ml) was added dropwise under ice cooling. The resulting mixture was stirred for one and a half hours. The reaction mixture was diluted with ethyl acetate and the resulting precipitate was filtered off. After the filtrate was washed with water and then saturated saline, anhydrous magnesium sulfate was added to dry the solution. The solvent... The reactants are N1C=NC2=C1C=CC(=C2)N2C(C(C(C2C2=C(C(=CC=C2)F)F)=O)C(=O)OCC)=O (ethyl 1-(1H-benzo[d]imidazol-5-yl)-2,4-dioxo-5-(2,3-difluorophenyl)pyrrolidine-3-carboxylate), Intermediate 6, Cl (hydrochloric acid). The product is N1C=NC2=C1C=CC(=C2)N2C(CC(C2C2=C(C(=CC=C2)F)F)=O)=O (1-(1H-Benzo[d]imidazol-5-yl)-5-(2,3-difluorophenyl)pyrrolidine-2,4-dione). Reaction SMILES: [NH:1]1[C:5]2[CH:6]=[CH:7][C:8]([N:10]3[CH:14]([C:15]4[CH:20]=[CH:19][CH:18]=[C:17]([F:21])[C:16]=4[F:22])[C:13](=[O:23])[CH:12](C(OCC)=O)[C:11]3=[O:29])=[CH:9][C:4]=2[N:3]=[CH:2]1.Cl>>[NH:1]1[C:5]2[CH:6]=[CH:7][C:8]([N:10]3[CH:14]([C:15]4[CH:20]=[CH:19][CH:18]=[C:17]([F:21])[C:16]=4[F:22])[C:13](=[O:23])[CH2:12][C:11]3=[O:29])=[CH:9][C:4]=2[N:3]=[CH:2]1. Procedure details: The compound was synthesized starting from ethyl 1-(1H-benzo[d]imidazol-5-yl)-2,4-dioxo-5-(2,3-difluorophenyl)pyrrolidine-3-carboxylate (which may be prepared in accordance with the procedure described for Intermediate 6; 0.082 g, 0.205 mmol) and 5 N aqueous hydrochloric acid (3 ml) according to the method described in Method 1, step 3. As a reaction SMILES: [OH-].[Na+].[C:3]([C:7]1[CH:39]=[CH:38][C:10]([O:11][CH2:12][CH2:13][CH2:14][CH2:15][Si:16]([CH3:37])([CH3:36])[O:17][Si:18]([CH3:35])([CH3:34])[CH2:19][CH2:20][CH2:21][CH2:22][O:23][C:24]2[CH:29]=[CH:28][C:27]([C:30]([O:32]C)=[O:31])=[CH:26][CH:25]=2)=[CH:9][CH:8]=1)([O:5]C)=[O:4]>O>[C:3]([C:7]1[CH:8]=[CH:9][C:10]([O:11][CH2:12][CH2:13][CH2:14][CH2:15][Si:16]([CH3:36])([CH3:37])[O:17][Si:18]([CH3:35])([CH3:34])[CH2:19][CH2:20][CH2:21][CH2:22][O:23][C:24]2[CH:25]=[CH:26][C:27]([C:30]([OH:32])=[O:31])=[CH:28][CH:29]=2)=[CH:38][CH:39]=1)([OH:5])=[O:4] |f:0.1|. Solvent: O (H2O). Reactants: [OH-].[Na+] (NaOH), C(=O)(OC)C1=CC=C(OCCCC[Si](O[Si](CCCCOC2=CC=C(C=C2)C(=O)OC)(C)C)(C)C)C=C1 (1,3-bis(p-carbomethoxyphenoxybutyl)tetramethyldisiloxane). Conditions: time 3 hour. Procedure details: A reaction mixture consisting of 8 parts NaOH in 200 parts H2O and 54.6 parts of 1,3-bis(p-carbomethoxyphenoxybutyl)tetramethyldisiloxane (see Example XII) were combined and heated to reflux. The mixture was initially heterogeneous but became homogeneous after three hours, at which time the reaction was terminated, extracted two times with 100 ml. toluene and acidified with excess HCl. A white precipitate formed, which was filtered and recrystallized from pentane. The structure was confirmed by ... The product is C(=O)(O)C1=CC=C(OCCCC[Si](O[Si](CCCCOC2=CC=C(C=C2)C(=O)O)(C)C)(C)C)C=C1 (1,3-Bis(p-Carboxyphenoxybutyl)TetramethylDisiloxane). Reactants: ClC1=CC=C(C=N1)CNC(=C[N+](=O)[O-])SC (1-(6-chloro-3-pyridylmethyl)amino-1-methylthio-2-nitroethylene), CN (methylamine), O.NN (hydrazine hydrate), CSC(=C[N+](=O)[O-])NCC=1C=NC=CC1 (1-methylthio-1-(3-pyridylmethyl)amino-2-nitroethylene). Yields the product ClC1=CC=C(C=N1)CNC(=C[N+](=O)[O-])NN (1-(6-Chloro-3-pyridylmethyl)amino-1-hydrazino-2-nitroethylene). As a reaction SMILES: [Cl:1][C:2]1[N:7]=[CH:6][C:5]([CH2:8][NH:9][C:10](SC)=[CH:11][N+:12]([O-:14])=[O:13])=[CH:4][CH:3]=1.O.[NH2:18][NH2:19].CSC(NCC1C=NC=CC=1)=C[N+]([O-])=O.CN>>[Cl:1][C:2]1[N:7]=[CH:6][C:5]([CH2:8][NH:9][C:10]([NH:18][NH2:19])=[CH:11][N+:12]([O-:14])=[O:13])=[CH:4][CH:3]=1 |f:1.2|. Reported procedure: The reaction procedure of Example 3 was repeated except that 1-(6-chloro-3-pyridylmethyl)amino-1-methylthio-2-nitroethylene and hydrazine hydrate were used in lieu of 1-methylthio-1-(3-pyridylmethyl)amino-2-nitroethylene and aqueous methylamine solution, respectively. The procedure gave the title compound as pale yellow crystals. Reactants: N1=CC=C(C=C1)N1CCC(CC1)C(=O)Cl (1-(4-pyridyl)piperidine-4-carbonyl chloride), C1=C(C=CC2=CC=CC=C12)S(=O)(=O)C1CCNCC1 (4-(2-naphthylsulphonyl)piperidine). The product is C1=C(C=CC2=CC=CC=C12)S(=O)(=O)C1CCN(CC1)C(=O)C1CCN(CC1)C1=CC=NC=C1 (4-(2-naphthylsulphonyl)-1-[1-(4-pyridyl)piperidin-4-ylcarbonyl]piperidine). The yield is 33.0%. As a reaction SMILES: [N:1]1[CH:6]=[CH:5][C:4]([N:7]2[CH2:12][CH2:11][CH:10]([C:13](Cl)=[O:14])[CH2:9][CH2:8]2)=[CH:3][CH:2]=1.[CH:16]1[C:25]2[C:20](=[CH:21][CH:22]=[CH:23][CH:24]=2)[CH:19]=[CH:18][C:17]=1[S:26]([CH:29]1[CH2:34][CH2:33][NH:32][CH2:31][CH2:30]1)(=[O:28])=[O:27]>>[CH:16]1[C:25]2[C:20](=[CH:21][CH:22]=[CH:23][CH:24]=2)[CH:19]=[CH:18][C:17]=1[S:26]([CH:29]1[CH2:34][CH2:33][N:32]([C:13]([CH:10]2[CH2:11][CH2:12][N:7]([C:4]3[CH:5]=[CH:6][N:1]=[CH:2][CH:3]=3)[CH2:8][CH2:9]2)=[O:14])[CH2:31][CH2:30]1)(=[O:27])=[O:28]. Reported procedure: Using an analogous procedure to that described in Example 1, 1-(4-pyridyl)piperidine-4-carbonyl chloride was reacted with 4-(2-naphthylsulphonyl)piperidine to give 4-(2-naphthylsulphonyl)-1-[1-(4-pyridyl)piperidin-4-ylcarbonyl]piperidine in 33% yield;